Dataset: the Open Reaction Database (ORD), a public repository of structured organic reaction records. Task: describe an organic reaction: reactants, conditions, products, and yield Starting materials: O=C(NC1CC(O)c2ccc(Br)cc21)C(F)(F)F, C=CCBr, [H-], [Na+], CN(C)C=O. Yields the product C=CCOC1CC(NC(=O)C(F)(F)F)c2cc(Br)ccc21. RXN SMILES: [Br:1][c:2]1[cH:3][cH:4][c:5]2[c:9]([cH:10]1)[CH:8]([NH:11][C:12]([C:13]([F:14])([F:15])[F:16])=[O:17])[CH2:7][CH:6]2[OH:18].[CH2:21]([CH:22]=[CH2:23])[Br:24].[H-:20].[Na+:19].[O:25]=[CH:26][N:27]([CH3:28])[CH3:29]>>[Br:1][c:2]1[cH:3][cH:4][c:5]2[c:9]([cH:10]1)[CH:8]([NH:11][C:12]([C:13]([F:14])([F:15])[F:16])=[O:17])[CH2:7][CH:6]2[O:18][CH2:23][CH:22]=[CH2:21]. Starting materials: Tosic acid monohydrate, C1(CCCC1)C(=O)NC(C(=O)OCC)CS (ethyl 2-(cyclopentanecarboxamido)-3-mercaptopropanoate). Solvent: C1(=CC=CC=C1)C (toluene). The product is C1(CCCC1)C=1SCC(N1)C(=O)OCC (Ethyl 2-cyclopentyl-4,5-dihydrothiazole-4-carboxylate). RXN SMILES: [CH:1]1([C:6]([NH:8][CH:9]([CH2:15][SH:16])[C:10]([O:12][CH2:13][CH3:14])=[O:11])=O)[CH2:5][CH2:4][CH2:3][CH2:2]1>C1(C)C=CC=CC=1>[CH:1]1([C:6]2[S:16][CH2:15][CH:9]([C:10]([O:12][CH2:13][CH3:14])=[O:11])[N:8]=2)[CH2:5][CH2:4][CH2:3][CH2:2]1. Reported procedure: Tosic acid monohydrate (0.78 g) was added to a solution of ethyl 2-(cyclopentanecarboxamido)-3-mercaptopropanoate (example 59, step a) (5 g) in toluene (40 mL). The resulting mixture was heated at reflux under Dean and Stark conditions for 6 h. The reaction was allowed to cool, then the toluene solution was washed with saturated sodium bicarbonate solution (20 mL) and the solvent evaporated. The residue was azeotroped with toluene. The resulting white solid was purified by silica gel chromatogra... Procedure details: Following the procedure of Example 1, 5-[2-benzyloxy-4-(1,1-dimethylheptyl)phenyl]-3-methoxy-6-methyl-2-cyclohexen-1-one is reacted via the Grignard reaction with methyl magnesium iodide to give the title compound. Yields the product C(C1=CC=CC=C1)OC1=C(C=CC(=C1)C(CCCCCC)(C)C)C1C(C(=CC(C1)=O)C)C (5-[2-Benzyloxy-4-(1,1-dimethylheptyl)phenyl]-3,4-dimethyl-2-cyclohexen-1-one). As a reaction SMILES: [CH2:1]([O:8][C:9]1[CH:14]=[C:13]([C:15]([CH3:23])([CH3:22])[CH2:16][CH2:17][CH2:18][CH2:19][CH2:20][CH3:21])[CH:12]=[CH:11][C:10]=1[CH:24]1[CH:29]([CH3:30])[C:28](=O)[CH:27]=[C:26]([O:32]C)[CH2:25]1)[C:2]1[CH:7]=[CH:6][CH:5]=[CH:4][CH:3]=1.[CH3:34][Mg]I>>[CH2:1]([O:8][C:9]1[CH:14]=[C:13]([C:15]([CH3:22])([CH3:23])[CH2:16][CH2:17][CH2:18][CH2:19][CH2:20][CH3:21])[CH:12]=[CH:11][C:10]=1[CH:24]1[CH2:25][C:26](=[O:32])[CH:27]=[C:28]([CH3:34])[CH:29]1[CH3:30])[C:2]1[CH:7]=[CH:6][CH:5]=[CH:4][CH:3]=1. Starting materials: C(C1=CC=CC=C1)OC1=C(C=CC(=C1)C(CCCCCC)(C)C)C1CC(=CC(C1C)=O)OC (5-[2-benzyloxy-4-(1,1-dimethylheptyl)phenyl]-3-methoxy-6-methyl-2-cyclohexen-1-one), C[Mg]I (methyl magnesium iodide).